This data is from the Open Reaction Database (ORD), a public repository of structured organic reaction records. The task is: describe an organic reaction: reactants, conditions, products, and yield Starting materials: BrC=1C(=CC(=NC1)NC(=O)NCC)C(N)=S (5-bromo-2-(3-ethylureido)pyridine-4-carbothioamide), BrC=1C(=CC(=NC1)NC(=O)NCC)C(N)=S (5-bromo-2-(3-ethylureido)pyridine-4-carbothioamide), BrCC(=O)C1=CC=CC=C1 (2-bromo-1-phenylethanone). The solvent is C(C)#N (acetonitrile). Yields the product BrC=1C(=CC(=NC1)NC(=O)NCC)C=1SC=C(N1)C1=CC=CC=C1 (N-[5-bromo-4-(4-phenyl-1,3-thiazol-2-yl)pyridin-2-yl]-N′-ethylurea). The yield is 84.7%. RXN SMILES: [Br:1][C:2]1[C:3]([C:14](=[S:16])[NH2:15])=[CH:4][C:5]([NH:8][C:9]([NH:11][CH2:12][CH3:13])=[O:10])=[N:6][CH:7]=1.Br[CH2:18][C:19]([C:21]1[CH:26]=[CH:25][CH:24]=[CH:23][CH:22]=1)=O>C(#N)C>[Br:1][C:2]1[C:3]([C:14]2[S:16][CH:18]=[C:19]([C:21]3[CH:26]=[CH:25][CH:24]=[CH:23][CH:22]=3)[N:15]=2)=[CH:4][C:5]([NH:8][C:9]([NH:11][CH2:12][CH3:13])=[O:10])=[N:6][CH:7]=1. Procedure: To a mixture of 5-bromo-2-(3-ethylureido)pyridine-4-carbothioamide (Intermediate 42, 0.146 g, 0.48 mmol) in acetonitrile (3 mL), 2-bromo-1-phenylethanone (0.105 g, 0.53 mmol) was added and the reaction mixture was heated to 80° for 16 h. The reaction mixture was cooled to room temperature and concentrated under reduced pressure. The resulting solids were filtered and washed with acetonitrile to yield 164 mg of the title compound as an off-white solid. Conditions: time 5 minute. Product: C(C)(C)N1CCN(CCC1)C(=O)C1CCN(CC1)C(=O)OC(C)(C)C (1-Isopropyl-4-(1-tert-butoxycarbonyl-piperidine-4-carbonyl)-[1,4]-diazepane). Starting materials: CC(=O)C (acetone), C(C)(C)N1CCN(CCC1)C(=O)C1CCNCC1 (1-Isopropyl-4-(piperidine-4-carbonyl)-[1,4]-diazepane), C(Cl)Cl (DCM), C(C)(=O)O[BH-](OC(C)=O)OC(C)=O.[Na+] (Sodium triacetoxyborohydride). Reported procedure: The product of D8, Step 2 (2.0 g) was dissolved in DCM (50 ml) and acetone (0.94 ml) added and the mixture stirred for 5 min. Sodium triacetoxyborohydride (2.7 g) was then added and the reaction stirred at rt for 1.5 h. The reaction mixture was then washed with saturated potassium carbonate solution (50 ml), sodium hydrogen carbonate solution (3×50 ml) and brine (50 ml). The organic layer was dried (MgSO4) and evaporated to give the subtitled compound as a white solid (1.50 g). RXN SMILES: [CH:1]([N:4]1[CH2:10][CH2:9][CH2:8][N:7]([C:11]([CH:13]2[CH2:18][CH2:17][NH:16][CH2:15][CH2:14]2)=[O:12])[CH2:6][CH2:5]1)([CH3:3])[CH3:2].[CH3:19][C:20]([CH3:22])=[O:21].[C:23](O[BH-](OC(=O)C)OC(=O)C)(=[O:25])C.[Na+].[CH2:37](Cl)Cl>>[CH:1]([N:4]1[CH2:10][CH2:9][CH2:8][N:7]([C:11]([CH:13]2[CH2:14][CH2:15][N:16]([C:23]([O:21][C:20]([CH3:37])([CH3:22])[CH3:19])=[O:25])[CH2:17][CH2:18]2)=[O:12])[CH2:6][CH2:5]1)([CH3:3])[CH3:2] |f:2.3|. The reactants are I.ClC1=C(C=NNC(SC)=N)C(=CC=C1)Cl (methyl 3-(2,6-dichlorobenzylidene)thiocarbazimidate hydroiodide), FC1=C(CN)C(=CC=C1)F (2,6-difluorobenzylamine), C(CCC)O (n-butanol). The solvent is O (water). Product: ClC1=C(C=NNC(=N)NCC2=C(C=CC=C2F)F)C(=CC=C1)Cl (1-(2,6-Dichlorobenzylideneamino)-3-(2,6-difluorobenzyl)guanidine). RXN SMILES: I.[Cl:2][C:3]1[CH:15]=[CH:14][CH:13]=[C:12]([Cl:16])[C:4]=1[CH:5]=[N:6][NH:7][C:8](=[NH:11])SC.[F:17][C:18]1[CH:25]=[CH:24][CH:23]=[C:22]([F:26])[C:19]=1[CH2:20][NH2:21].C(O)CCC>O>[Cl:2][C:3]1[CH:15]=[CH:14][CH:13]=[C:12]([Cl:16])[C:4]=1[CH:5]=[N:6][NH:7][C:8]([NH:21][CH2:20][C:19]1[C:18]([F:17])=[CH:25][CH:24]=[CH:23][C:22]=1[F:26])=[NH:11] |f:0.1|. Reported procedure: A solution of 7.80 g. of methyl 3-(2,6-dichlorobenzylidene)thiocarbazimidate hydroiodide (U.S. Pat. No. 3,657,337) and 2.86 g. of 2,6-difluorobenzylamine (prepared from 2,6-difluorobenzylamine hydrochloride) in 100 ml. of n-butanol and 20 ml. of water is heated at reflux for 66 hours. The solvent is removed under reduced pressure and the residual yellow oil is dissolved in aqueous ethanol and made basic with 10N NaOH. The resultant mixture is extracted with chloroform and the chloroform extract ... The reactants are COC=1C=C(C=CC1)C1CNC2=CC=CC=C12 ((+)-3-(3-methoxyphenyl)indoline), C([O-])(O)=O.[Na+] (sodium bicarbonate), ClCCl.B(Br)(Br)Br (boron tribromide dichloromethane), ice water. Solvent: ClCCl (dichloromethane). Yields the product OC=1C=C(C=CC1)C1CNC2=CC=CC=C12 (3-(3-hydroxyphenyl)indoline). Reaction SMILES: C[O:2][C:3]1[CH:4]=[C:5]([CH:9]2[C:17]3[C:12](=[CH:13][CH:14]=[CH:15][CH:16]=3)[NH:11][CH2:10]2)[CH:6]=[CH:7][CH:8]=1.ClCCl.B(Br)(Br)Br.C(=O)(O)[O-].[Na+]>ClCCl>[OH:2][C:3]1[CH:4]=[C:5]([CH:9]2[C:17]3[C:12](=[CH:13][CH:14]=[CH:15][CH:16]=3)[NH:11][CH2:10]2)[CH:6]=[CH:7][CH:8]=1 |f:1.2,3.4|. Procedure details: A 3.0 g portion of the (+)-3-(3-methoxyphenyl)indoline obtained in Reference Example 4 was dissolved in 30 ml of dichloromethane, and this solution was added dropwise to 40 ml of a boron tribromide dichloromethane solution (1 mole/liter) at -70° C. After stirring the solution at room temperature overnight, ice water was added, the pH was adjusted to 9 with sodium bicarbonate, and the mixture was extracted with a chloroform/ethanol mixed solvent. After drying and concentration, ether was added to... The reactants are C1CCOC1, CON(C)C(C)=O, [Li]CCCC, c1ccc2scnc2c1. Product: CC(=O)c1nc2ccccc2s1. Reaction SMILES: [CH2:22]1[O:23][CH2:24][CH2:25][CH2:26]1.[CH3:15][O:16][N:17]([C:18]([CH3:19])=[O:20])[CH3:21].[Li:1][CH2:2][CH2:3][CH2:4][CH3:5].[cH:6]1[cH:7][cH:8][c:9]2[s:10][cH:11][n:12][c:13]2[cH:14]1>>[cH:6]1[cH:7][cH:8][c:9]2[s:10][c:11]([C:18]([CH3:19])=[O:20])[n:12][c:13]2[cH:14]1. Starting materials: O=C1CCC(=O)N1Br, ClC(Cl)(Cl)Cl, CC(C)(C)C(=O)CC#N. Yields the product CC(C)(C)C(=O)C(Br)C#N. Reaction SMILES: [Br:10][N:11]1[C:12](=[O:13])[CH2:14][CH2:15][C:16]1=[O:17].[C:18]([Cl:19])([Cl:20])([Cl:21])[Cl:22].[C:1]([C:2]([CH3:3])([CH3:4])[CH3:5])(=[O:6])[CH2:7][C:8]#[N:9]>>[C:1]([C:2]([CH3:3])([CH3:4])[CH3:5])(=[O:6])[CH:7]([C:8]#[N:9])[Br:10]. The reactants are N1(CCCCC1)CC1=CC=C(N\C(\C2=CC=CC=C2)=C\2/C(NC3=CC(=CC=C23)C(=O)O)=O)C=C1 (3-Z-[1-(4-(piperidin-1-yl-methyl)-anilino)-1-phenyl-methylene]-6-carboxy-2-indolinone), C(C)N (ethylamine). The product is N1(CCCCC1)CC1=CC=C(N\C(\C2=CC=CC=C2)=C\2/C(NC3=CC(=CC=C23)C(NCC)=O)=O)C=C1 (3-Z-[1-(4-(piperidin-1-yl-methyl)-anilino)-1-phenyl-methylene]-6-ethylcarbamoyl-2-indolinone). As a reaction SMILES: [N:1]1([CH2:7][C:8]2[CH:34]=[CH:33][C:11]([NH:12]/[C:13](=[C:20]3\[C:21](=[O:32])[NH:22][C:23]4[C:28]\3=[CH:27][CH:26]=[C:25]([C:29](O)=[O:30])[CH:24]=4)/[C:14]3[CH:19]=[CH:18][CH:17]=[CH:16][CH:15]=3)=[CH:10][CH:9]=2)[CH2:6][CH2:5][CH2:4][CH2:3][CH2:2]1.[CH2:35]([NH2:37])[CH3:36]>>[N:1]1([CH2:7][C:8]2[CH:9]=[CH:10][C:11]([NH:12]/[C:13](=[C:20]3\[C:21](=[O:32])[NH:22][C:23]4[C:28]\3=[CH:27][CH:26]=[C:25]([C:29](=[O:30])[NH:37][CH2:35][CH3:36])[CH:24]=4)/[C:14]3[CH:15]=[CH:16][CH:17]=[CH:18][CH:19]=3)=[CH:33][CH:34]=2)[CH2:2][CH2:3][CH2:4][CH2:5][CH2:6]1. Procedure: Prepared from 3-Z-[1-(4-(piperidin-1-yl-methyl)-anilino)-1-phenyl-methylene]-6-carboxy-2-indolinone and ethylamine gas Rf value: 0.6 (silica gel, methylene chloride/methanol=5:1) C30H32N4O2